Dataset: the Open Reaction Database (ORD), a public repository of structured organic reaction records. Task: describe an organic reaction: reactants, conditions, products, and yield The reactants are O=C([O-])[O-], CN(C)C=O, [K+], [K+], O=[N+]([O-])c1ccc(CBr)cc1, O, O=C(O)C1CC(O)CN1C(=O)OCc1ccc([N+](=O)[O-])cc1. Yields the product O=C(OCc1ccc([N+](=O)[O-])cc1)C1CC(O)CN1C(=O)OCc1ccc([N+](=O)[O-])cc1. Reaction SMILES: [C:34](=[O:35])([O-:36])[O-:37].[CH3:41][N:42]([CH3:43])[CH:44]=[O:45].[K+:38].[K+:39].[N+:23](=[O:24])([O-:25])[c:26]1[cH:27][cH:28][c:29]([CH2:30][Br:31])[cH:32][cH:33]1.[OH2:40].[OH:1][CH:2]1[CH2:3][CH:4]([C:20](=[O:21])[OH:22])[N:5]([C:7](=[O:8])[O:9][CH2:10][c:11]2[cH:12][cH:13][c:14]([N+:17](=[O:18])[O-:19])[cH:15][cH:16]2)[CH2:6]1>>[OH:1][CH:2]1[CH2:3][CH:4]([C:20](=[O:21])[O:22][CH2:30][c:29]2[cH:28][cH:27][c:26]([N+:23](=[O:24])[O-:25])[cH:33][cH:32]2)[N:5]([C:7](=[O:8])[O:9][CH2:10][c:11]2[cH:12][cH:13][c:14]([N+:17](=[O:18])[O-:19])[cH:15][cH:16]2)[CH2:6]1.